From a dataset of the Open Reaction Database (ORD), a public repository of structured organic reaction records. describe an organic reaction: reactants, conditions, products, and yield The reactants are BrC(C(=O)N)(C)C (2-bromo-2-methyl-propionamide), CN1C2=NC(=NC(=C2N=C1CC1CCNCC1)N1CCOCC1)N1C(=NC2=C1C=CC=C2)C (4-(9-methyl-2-(2-methyl-1H-benzo[d]imidazol-1-yl)-8-(piperidin-4-ylmethyl)-9H-purin-6-yl)morpholine). Product: CC(C(=O)N)(C)N1CCC(CC1)CC=1N(C2=NC(=NC(=C2N1)N1CCOCC1)N1C(=NC2=C1C=CC=C2)C)C (2-methyl-2-(4-((9-methyl-2-(2-methyl-1H-benzo[d]imidazol-1-yl)-6-morpholino-9H-purin-8-yl)methyl)piperidin-1-yl)propanamide). As a reaction SMILES: Br[C:2]([CH3:7])([CH3:6])[C:3]([NH2:5])=[O:4].[CH3:8][N:9]1[C:17]([CH2:18][CH:19]2[CH2:24][CH2:23][NH:22][CH2:21][CH2:20]2)=[N:16][C:15]2[C:10]1=[N:11][C:12]([N:31]1[C:35]3[CH:36]=[CH:37][CH:38]=[CH:39][C:34]=3[N:33]=[C:32]1[CH3:40])=[N:13][C:14]=2[N:25]1[CH2:30][CH2:29][O:28][CH2:27][CH2:26]1>>[CH3:6][C:2]([N:22]1[CH2:21][CH2:20][CH:19]([CH2:18][C:17]2[N:9]([CH3:8])[C:10]3[C:15]([N:16]=2)=[C:14]([N:25]2[CH2:30][CH2:29][O:28][CH2:27][CH2:26]2)[N:13]=[C:12]([N:31]2[C:35]4[CH:36]=[CH:37][CH:38]=[CH:39][C:34]=4[N:33]=[C:32]2[CH3:40])[N:11]=3)[CH2:24][CH2:23]1)([CH3:7])[C:3]([NH2:5])=[O:4]. Procedure: Following General Procedure C, 2-bromo-2-methyl-propionamide and 4-(9-methyl-2-(2-methyl-1H-benzo[d]imidazol-1-yl)-8-(piperidin-4-ylmethyl)-9H-purin-6-yl)morpholine were reacted to give 508. LCMS m/z: 532.2 (MH+) Procedure: The title compound, MS: m/e=340.0 (M+H+), was prepared in accordance with the general method of example 15 step 1 and step 3 from 8-chloro-2-methyl-[1,7]naphthyridine-5-boronic acid (Example L), 2-bromothiazole and 2-amino-4-methylthiazole. As a reaction SMILES: Cl[C:2]1[C:11]2[N:10]=[C:9]([CH3:12])[CH:8]=[CH:7][C:6]=2[C:5](B(O)O)=[CH:4][N:3]=1.Br[C:17]1[S:18][CH:19]=[CH:20][N:21]=1.[NH2:22][C:23]1[S:24][CH:25]=[C:26]([CH3:28])[N:27]=1>>[CH3:28][C:26]1[N:27]=[C:23]([NH:22][C:2]2[N:3]=[CH:4][C:5]([C:17]3[S:18][CH:19]=[CH:20][N:21]=3)=[C:6]3[C:11]=2[N:10]=[C:9]([CH3:12])[CH:8]=[CH:7]3)[S:24][CH:25]=1. Starting materials: ClC1=NC=C(C=2C=CC(=NC12)C)B(O)O (8-chloro-2-methyl-[1,7]naphthyridine-5-boronic acid), BrC=1SC=CN1 (2-bromothiazole), NC=1SC=C(N1)C (2-amino-4-methylthiazole). Product: CC=1N=C(SC1)NC=1N=CC(=C2C=CC(=NC12)C)C=1SC=CN1 ((4-Methyl-thiazol-2-yl)-(2-methyl-5-thiazol-2-yl-[1,7]naphthyridin-8-yl)-amine). The product is C(#N)C1=C(C=CC=C1)C1=CC=C(C=C1)C (2-cyano-4'-methylbiphenyl). Reagents/catalysts: [Pd](Cl)Cl (palladium chloride), C(C)(=O)[O-].[Na+] (sodium acetate). Reactants: C1=CC(=CC(=C1)S(=O)(=O)[O-])P(C2=CC(=CC=C2)S(=O)(=O)[O-])C3=CC(=CC=C3)S(=O)(=O)[O-].[Na+].[Na+].[Na+].O (TPPTS H2O), ClC1=C(C#N)C=CC=C1 (2-chlorobenzonitrile), C1(=CC=C(C=C1)B(O)O)C (p-tolueneboronic acid), C([O-])([O-])=O.[Na+].[Na+] (sodium carbonate), N(CCO)CCO (diethanolamine). Yield: 83.2%. RXN SMILES: Cl[C:2]1[CH:9]=[CH:8][CH:7]=[CH:6][C:3]=1[C:4]#[N:5].[C:10]1([CH3:19])[CH:15]=[CH:14][C:13](B(O)O)=[CH:12][CH:11]=1.C(=O)([O-])[O-].[Na+].[Na+].N(CCO)CCO.C1C=C(S([O-])(=O)=O)C=C(P(C2C=CC=C(S([O-])(=O)=O)C=2)C2C=CC=C(S([O-])(=O)=O)C=2)C=1.[Na+].[Na+].[Na+].O>CS(C)=O.[Pd](Cl)Cl.C([O-])(=O)C.[Na+].O.CC1C=CC(C)=CC=1>[C:4]([C:3]1[CH:6]=[CH:7][CH:8]=[CH:9][C:2]=1[C:13]1[CH:14]=[CH:15][C:10]([CH3:19])=[CH:11][CH:12]=1)#[N:5] |f:2.3.4,6.7.8.9.10,13.14|. The solvent is CS(=O)C (DMSO), O (water), CC=1C=CC(=CC1)C (p-xylene). Procedure: 15 g of 2-chlorobenzonitrile, 14.8 g of p-tolueneboronic acid and 28.9 g of sodium carbonate were heated to 120° C. with 50 ml of p-xylene, 40 ml of diethanolamine and 10 ml of water. At 80° C., a mixture of 19.3 mg of palladium chloride, 17.9 mg of sodium acetate and 0.55 ml of TPPTS/ H2O solution (0.6 molar) in 2.5 ml of DMSO was added. After the reaction was complete, the phases were separated. The aqueous phase was washed with 50 ml of toluene. The combined organic phases were washed with 20... The reactants are O=C([O-])[O-], CC#N, CS(=O)(=O)c1cc(F)cc(C2CCNCC2)c1, CCCI, [K+], [K+], O. Product: CCCN1CCC(c2cc(F)cc(S(C)(=O)=O)c2)CC1. Reaction SMILES: [C:18](=[O:19])([O-:20])[O-:21].[CH3:29][C:30]#[N:31].[F:1][c:2]1[cH:3][c:4]([CH:12]2[CH2:13][CH2:14][NH:15][CH2:16][CH2:17]2)[cH:5][c:6]([S:8](=[O:9])(=[O:10])[CH3:11])[cH:7]1.[I:24][CH2:25][CH2:26][CH3:27].[K+:22].[K+:23].[OH2:28]>>[F:1][c:2]1[cH:3][c:4]([CH:12]2[CH2:13][CH2:14][N:15]([CH2:25][CH2:26][CH3:27])[CH2:16][CH2:17]2)[cH:5][c:6]([S:8](=[O:9])(=[O:10])[CH3:11])[cH:7]1. Starting materials: ClC1=NC=C(C(=N1)NOCC1COC(OC1)(C)C)NC=O (2-Chloro-4-(2,2-dimethyl-1,3-dioxan-5-ylmethoxyamino)-5-formamidopyrimidine). The solvent is C(C)OC(OCC)OC(C)=O (diethoxymethylacetate). Reaction conditions: temperature 20 celsius, time 1 hour. Product: ClC1=NC=C2N=CN(C2=N1)OCC1COC(OC1)(C)C (2-Chloro-9(2,2-dimethyl-1,3-dioxan-5ylmethoxy)purine). Isolated yield 69.7%. As a reaction SMILES: [Cl:1][C:2]1[N:7]=[C:6]([NH:8][O:9][CH2:10][CH:11]2[CH2:16][O:15][C:14]([CH3:18])([CH3:17])[O:13][CH2:12]2)[C:5]([NH:19][CH:20]=O)=[CH:4][N:3]=1>C(OC(OC(=O)C)OCC)C>[Cl:1][C:2]1[N:7]=[C:6]2[C:5]([N:19]=[CH:20][N:8]2[O:9][CH2:10][CH:11]2[CH2:16][O:15][C:14]([CH3:18])([CH3:17])[O:13][CH2:12]2)=[CH:4][N:3]=1. Procedure: 2-Chloro-4-(2,2-dimethyl-1,3-dioxan-5-ylmethoxyamino)-5-formamidopyrimidine (3.45 g, 10.9 mmol) in diethoxymethylacetate (100 ml) was heated at 120° C. for 2 hours. The mixture was then cooled and evaporated to a syrup. The residue was dissolved in methanol (50 ml) and concentrated aqueous ammonia (2.5 ml). The solution was then stirred at 20° C. for 1 hour, evaporated under reduced pressure and the residue co-evaporated with toluene. Column chromatography on silica gel (eluted with chloroform-m...